Dataset: the Open Reaction Database (ORD), a public repository of structured organic reaction records. Task: describe an organic reaction: reactants, conditions, products, and yield The reactants are CCOC(=O)c1c(-c2ccccc2C)csc1N1C(=O)c2ccccc2C1=O, CO, Cl, [Na+], [OH-], O. Product: Cc1ccccc1-c1csc(N2C(=O)c3ccccc3C2=O)c1C(=O)O. RXN SMILES: [CH2:5]([CH3:6])[O:7][C:8](=[O:9])[c:10]1[c:11]([N:22]2[C:23](=[O:32])[c:24]3[cH:25][cH:26][cH:27][cH:28][c:29]3[C:30]2=[O:31])[s:12][cH:13][c:14]1-[c:15]1[c:16]([CH3:21])[cH:17][cH:18][cH:19][cH:20]1.[CH3:3][OH:4].[ClH:33].[Na+:2].[OH-:1].[OH2:34]>>[O:7]=[C:8]([OH:9])[c:10]1[c:11]([N:22]2[C:23](=[O:32])[c:24]3[cH:25][cH:26][cH:27][cH:28][c:29]3[C:30]2=[O:31])[s:12][cH:13][c:14]1-[c:15]1[c:16]([CH3:21])[cH:17][cH:18][cH:19][cH:20]1. The reactants are CC(C)(C#N)c1cc(NC(=O)Oc2ccccc2)on1, C1CCOC1, COc1cc2ncnc(Sc3cccc(N)c3)c2cc1OC, CO. Product: COc1cc2ncnc(Sc3cccc(NC(=O)Nc4cc(C(C)(C)C#N)no4)c3)c2cc1OC. Reaction SMILES: [C:1](#[N:2])[C:3]([CH3:4])([CH3:5])[c:6]1[n:7][o:8][c:9]([NH:11][C:12]([O:13][c:14]2[cH:15][cH:16][cH:17][cH:18][cH:19]2)=[O:20])[cH:10]1.[CH2:45]1[O:46][CH2:47][CH2:48][CH2:49]1.[CH3:21][O:22][c:23]1[cH:24][c:25]2[c:26]([S:35][c:36]3[cH:37][c:38]([NH2:39])[cH:40][cH:41][cH:42]3)[n:27][cH:28][n:29][c:30]2[cH:31][c:32]1[O:33][CH3:34].[CH3:43][OH:44]>>[C:1](#[N:2])[C:3]([CH3:4])([CH3:5])[c:6]1[n:7][o:8][c:9]([NH:11][C:12](=[O:20])[NH:39][c:38]2[cH:37][c:36]([S:35][c:26]3[c:25]4[cH:24][c:23]([O:22][CH3:21])[c:32]([O:33][CH3:34])[cH:31][c:30]4[n:29][cH:28][n:27]3)[cH:42][cH:41][cH:40]2)[cH:10]1. Reactants: C(C)(C)SC1=C(C=C(C=C1)C)[N+](=O)[O-] (1-(isopropylsulfanyl)-4-methyl-2-nitrobenzene), ClC1=CC(=CC=C1)C(=O)OO (m-chloroperbenzoic acid), C(O)([O-])=O.[Na+] (sodium hydrogen carbonate), S(=O)([O-])[O-].[Na+].[Na+] (sodium sulfite). Run in C(Cl)(Cl)Cl (chloroform). Run at temperature 50 celsius, time 12 hour. Yields the product C(C)(C)S(=O)(=O)C1=C(C=CC(=C1)C)[N+](=O)[O-] (2-(isopropylsulfonyl)-4-methyl-1-nitrobenzene). RXN SMILES: C(S[C:5]1[CH:10]=[CH:9][C:8](C)=[CH:7][C:6]=1[N+:12]([O-:14])=[O:13])(C)C.Cl[C:16]1[CH:21]=CC=C(C(OO)=O)[CH:17]=1.[C:26](=O)([O-])O.[Na+].[S:31]([O-:34])([O-])=[O:32].[Na+].[Na+]>C(Cl)(Cl)Cl>[CH:16]([S:31]([C:7]1[CH:8]=[C:9]([CH3:26])[CH:10]=[CH:5][C:6]=1[N+:12]([O-:14])=[O:13])(=[O:34])=[O:32])([CH3:21])[CH3:17] |f:2.3,4.5.6|. Procedure details: To a mixture of 1-(isopropylsulfanyl)-4-methyl-2-nitrobenzene (Preparation Example 287) (6.60 g) and chloroform (150 mL), m-chloroperbenzoic acid (18.0 g) was added and stirred at 50° C. for 12 hours. After the reaction liquid was cooled, saturated aqueous sodium hydrogen carbonate and 5% aqueous sodium sulfite were added, and the reaction liquid was extracted with chloroform. After the organic layer was dried over anhydrous sodium sulfate, the solvent was distilled off under reduced pressure to... Reactants: NC1=C(C2=C(S1)C1=CC=CC=C1C2)C(=O)N (2-amino-4H-indeno[1,2-b]thiophene-3-carboxylic acid amide), NC1=C(C2=C(S1)C1=CC=CC=C1CC2)C(=O)N (2-amino-4,5-dihydro-naphtho[1,2-b]thiophene-3-carboxylic acid amide). The product is N(C(=O)N)C1=C(C2=C(S1)C1=CC=CC=C1CC2)C(=O)N (2-Ureido-4,5-dihydro-naphtho[1,2-b]thiophene-3-carboxylic acid amide). Reaction SMILES: NC1SC2C3C(CC=2C=1[C:14]([NH2:16])=[O:15])=CC=CC=3.[NH2:17][C:18]1[S:22][C:21]2[C:23]3[C:28]([CH2:29][CH2:30][C:20]=2[C:19]=1[C:31]([NH2:33])=[O:32])=[CH:27][CH:26]=[CH:25][CH:24]=3>>[NH:17]([C:18]1[S:22][C:21]2[C:23]3[C:28]([CH2:29][CH2:30][C:20]=2[C:19]=1[C:31]([NH2:33])=[O:32])=[CH:27][CH:26]=[CH:25][CH:24]=3)[C:14]([NH2:16])=[O:15]. Procedure details: The title compound was prepared by the same procedure as Example 2 except 2-amino-4H-indeno[1,2-b]thiophene-3-carboxylic acid amide was replaced with 2-amino-4,5-dihydro-naphtho[1,2-b]thiophene-3-carboxylic acid amide to give the above title compound as brown solid. ESMS m/z: 288 [M+H]+. The solvent is CN(C=O)C (N,N-dimethylformamide). Procedure details: To a flask were added 2.5 g N-(pyridin-2-ylmethyl)pyridin-2-amine and 40 ml N,N-dimethylformamide, and the mixture was cooled to 5 C. To this mixture was added 0.65 g of 60% sodium hydride in mineral oil in small portions, and after stirring at 5-10 C for ten minutes, 2.2 g of diethyl sulfate were added. The reaction mixture was heated to 45 C for 16 hours, then cooled to 22 C and quenched with 40 ml water. The product was extracted twice with 40 ml hexane and following removal of the solvent, t... RXN SMILES: [N:1]1[CH:6]=[CH:5][CH:4]=[CH:3][C:2]=1[CH2:7][NH:8][C:9]1[CH:14]=[CH:13][CH:12]=[CH:11][N:10]=1.[H-].[Na+].S(OCC)(O[CH2:21][CH3:22])(=O)=O>CN(C)C=O>[CH2:21]([N:8]([CH2:7][C:2]1[CH:3]=[CH:4][CH:5]=[CH:6][N:1]=1)[C:9]1[CH:14]=[CH:13][CH:12]=[CH:11][N:10]=1)[CH3:22] |f:1.2|. Yields the product C(C)N(C1=NC=CC=C1)CC1=NC=CC=C1 (N-Ethyl-N-(pyridin-2-ylmethyl)pyridin-2-amine). The reactants are [H-].[Na+] (sodium hydride), N1=C(C=CC=C1)CNC1=NC=CC=C1 (N-(pyridin-2-ylmethyl)pyridin-2-amine), S(=O)(=O)(OCC)OCC (diethyl sulfate).